This data is from the Open Reaction Database (ORD), a public repository of structured organic reaction records. The task is: describe an organic reaction: reactants, conditions, products, and yield Starting materials: ClC1=C(C=C2C(C(=CN(C2=C1)NC)C(=O)O)=O)F (7-chloro-6-fluoro-1,4-dihydro-1-methylamino-4-oxo-3-quinolinecarboxylic acid), N1CCSCC1 (thiomorpholine). Solvent: N1=CC=CC=C1 (pyridine). The product is FC=1C=C2C(C(=CN(C2=CC1N1CCSCC1)NC)C(=O)O)=O (6-Fluoro-1,4-dihydro-1-methylamino-4-oxo-7-(4-thiomorpholinyl)-3-quinolinecarboxylic acid), product. As a reaction SMILES: Cl[C:2]1[CH:11]=[C:10]2[C:5]([C:6](=[O:17])[C:7]([C:14]([OH:16])=[O:15])=[CH:8][N:9]2[NH:12][CH3:13])=[CH:4][C:3]=1[F:18].[NH:19]1[CH2:24][CH2:23][S:22][CH2:21][CH2:20]1>N1C=CC=CC=1>[F:18][C:3]1[CH:4]=[C:5]2[C:10](=[CH:11][C:2]=1[N:19]1[CH2:24][CH2:23][S:22][CH2:21][CH2:20]1)[N:9]([NH:12][CH3:13])[CH:8]=[C:7]([C:14]([OH:16])=[O:15])[C:6]2=[O:17]. Reported procedure: 6-Fluoro-1,4-dihydro-1-methylamino-4-oxo-7-(4-thiomorpholinyl)-3-quinolinecarboxylic acid [I; R=CH3NH, R"=H, Z=N=4-thiomorpholinyl] was prepared from 3.5 g of 7-chloro-6-fluoro-1,4-dihydro-1-methylamino-4-oxo-3-quinolinecarboxylic acid (Preparation 4A) and 6.5 ml of thiomorpholine in 80 ml of pyridine according to the procedure of Example 1. There was obtained 2 g of product, pale yellow solid, m.p. 260°-261° C. when recrystallized from dimethylformamide.